From a dataset of the Open Reaction Database (ORD), a public repository of structured organic reaction records. describe an organic reaction: reactants, conditions, products, and yield Reactants: FC(C=1C=C(C=C(C1)C(F)(F)F)[C@@H]1[C@@H](N(C(O1)=O)CC1=NC(=NC=C1B(O)O)SC)C)(F)F ([4-({(4S,5R)-5-[3,5-bis(trifluoromethyl)phenyl]-4-methyl-2-oxo-1,3-oxazolidin-3-yl}methyl)-2-(methylsulfanyl)pyrimidin-5-yl]boronic acid), FC(C=1C=C(C=C(C1)C(F)(F)F)[C@@H]1[C@@H](N(C(O1)=O)CC1=NC(=NC=C1B(O)O)SC)C)(F)F ([4-({(4S,5R)-5-[3,5-bis(trifluoromethyl)phenyl]-4-methyl-2-oxo-1,3-oxazolidin-3-yl}methyl)-2-(methylsulfanyl)pyrimidin-5-yl]boronic acid), FC=1C=C(C=C(C1OC)I)N1N=CC(=C1C(F)(F)F)C(=O)OCC (ethyl 1-(3-fluoro-5-iodo-4-methoxyphenyl)-5-(trifluoromethyl)-1H-pyrazole-4-carboxylate), FC=1C=C(C=C(C1OC)I)N1N=CC(=C1C(F)(F)F)C(=O)OCC (ethyl 1-(3-fluoro-5-iodo-4-methoxyphenyl)-5-(trifluoromethyl)-1H-pyrazole-4-carboxylate), C([O-])([O-])=O.[K+].[K+] (potassium carbonate), 1,1bis(di-tert-butylphosphino)ferrocene palladium dichloride, C1CCOC1 (THF). Reaction conditions: time 2 minute. Product: FC(C=1C=C(C=C(C1)C(F)(F)F)[C@@H]1[C@@H](N(C(O1)=O)CC1=NC(=NC=C1C=1C=C(C=CC1OC)CCC(=O)OC)SC)C)(F)F (Methyl 3-{3-[4-({(4S,5R)-5-[3,5-bis(trifluoromethyl)phenyl]-4-methyl-2-oxo-1,3-oxazolidin-3-yl}methyl)-2-(methylsulfanyl)pyrimidin-5-yl]-4-methoxyphenyl}propanoate). As a reaction SMILES: [F:1][C:2]([F:33])([F:32])[C:3]1[CH:4]=[C:5]([C@H:13]2[O:17][C:16](=[O:18])[N:15]([CH2:19][C:20]3[C:25](B(O)O)=[CH:24][N:23]=[C:22]([S:29][CH3:30])[N:21]=3)[C@H:14]2[CH3:31])[CH:6]=[C:7]([C:9]([F:12])([F:11])[F:10])[CH:8]=1.F[C:35]1[CH:36]=[C:37](N2C(C(F)(F)F)=C(C(OCC)=O)C=N2)[CH:38]=[C:39](I)[C:40]=1[O:41][CH3:42].C(=O)([O-])[O-:59].[K+].[K+].[CH2:64]1[CH2:68][O:67][CH2:66][CH2:65]1>>[F:1][C:2]([F:33])([F:32])[C:3]1[CH:4]=[C:5]([C@H:13]2[O:17][C:16](=[O:18])[N:15]([CH2:19][C:20]3[C:25]([C:39]4[CH:38]=[C:37]([CH2:64][CH2:65][C:66]([O:67][CH3:68])=[O:59])[CH:36]=[CH:35][C:40]=4[O:41][CH3:42])=[CH:24][N:23]=[C:22]([S:29][CH3:30])[N:21]=3)[C@H:14]2[CH3:31])[CH:6]=[C:7]([C:9]([F:12])([F:11])[F:10])[CH:8]=1 |f:2.3.4|. Reported procedure: [4-({(4S,5R)-5-[3,5-bis(trifluoromethyl)phenyl]-4-methyl-2-oxo-1,3-oxazolidin-3-yl}methyl)-2-(methylsulfanyl)pyrimidin-5-yl]boronic acid (INTERMEDIATE 57) (200 mg, 0.404 mmol), ethyl 1-(3-fluoro-5-iodo-4-methoxyphenyl)-5-(trifluoromethyl)-1H-pyrazole-4-carboxylate (Step C, INTERMEDIATE 56) (185 mg, 0.404 mmol), potassium carbonate (0.404 ml, 0.808 mmol), 1,1bis(di-tert-butylphosphino)ferrocene palladium dichloride (27.5 mg, 0.040 mmol) and THF (5 mL) were sealed in a microwave vessel and subject... The reactants are CI, Cl, [H-], [Na+], C1CCOC1, C=CC(C)(CCC=C(C)C)OC(=O)CC(=O)c1ccc2ccccc2c1. Product: C=CC(C)(CCC=C(C)C)OC(=O)C(C)C(=O)c1ccc2ccccc2c1. RXN SMILES: [CH3:29][I:30].[ClH:31].[H-:1].[Na+:2].[O:32]1[CH2:33][CH2:34][CH2:35][CH2:36]1.[cH:3]1[c:4]([C:13]([CH2:14][C:15](=[O:16])[O:17][C:18]([CH:19]=[CH2:20])([CH2:21][CH2:22][CH:23]=[C:24]([CH3:25])[CH3:26])[CH3:27])=[O:28])[cH:5][cH:6][c:7]2[cH:8][cH:9][cH:10][cH:11][c:12]12>>[cH:3]1[c:4]([C:13]([CH:14]([C:15](=[O:16])[O:17][C:18]([CH:19]=[CH2:20])([CH2:21][CH2:22][CH:23]=[C:24]([CH3:25])[CH3:26])[CH3:27])[CH3:29])=[O:28])[cH:5][cH:6][c:7]2[cH:8][cH:9][cH:10][cH:11][c:12]12.